This data is from the Open Reaction Database (ORD), a public repository of structured organic reaction records. The task is: describe an organic reaction: reactants, conditions, products, and yield Isolated yield 77.0%. Run in O1CCCC1. Reagents/catalysts: O=C1C=CC=2C=CC=C(C3=CN=C(C=C3)C=4N=CC=CC4)C2N1, O1B(OC(C)(C)C1(C)C)B2OC(C)(C)C(O2)(C)C, [K].OC(C)(C)C, C[OH2+].C[OH2+].C1CC=CCCC=C1.C1CC=CCCC=C1.[Ir].[Ir]. The reactants are O=C(OCC)C1=NC=CC=C1. Product: O=C(OCC)C1=NC=C(C=C1)B2OC(C)(C)C(O2)(C)C. Conditions: temperature 80 celsius, time 12 hour. Reactants: ICC (iodoethane), NC=1C(=NC2=CC(=C(C(=C2N1)NS(=O)(=O)C)Cl)C(F)(F)F)OC (N-(3-amino-6-chloro-7-trifluoromethyl-2-methoxyquinoxalin-5-yl)methanesulphonamide), C([O-])([O-])=O.[K+].[K+] (potassium carbonate), ICC (Iodoethane). Run in CC(=O)C (acetone). Reaction conditions: time 4 hour. The product is NC=1C(=NC2=CC(=C(C(=C2N1)N(S(=O)(=O)C)CC)Cl)C(F)(F)F)OC (N-(3-amino-6-chloro-7-trifluoromethyl-2-methoxyquinoxalin-5-yl)-N-ethyl-methanesulphonamide). Yield: 94.0%. RXN SMILES: [NH2:1][C:2]1[C:3]([O:22][CH3:23])=[N:4][C:5]2[C:10]([N:11]=1)=[C:9]([NH:12][S:13]([CH3:16])(=[O:15])=[O:14])[C:8]([Cl:17])=[C:7]([C:18]([F:21])([F:20])[F:19])[CH:6]=2.C(=O)([O-])[O-].[K+].[K+].I[CH2:31][CH3:32]>CC(C)=O>[NH2:1][C:2]1[C:3]([O:22][CH3:23])=[N:4][C:5]2[C:10]([N:11]=1)=[C:9]([N:12]([CH2:31][CH3:32])[S:13]([CH3:16])(=[O:15])=[O:14])[C:8]([Cl:17])=[C:7]([C:18]([F:21])([F:20])[F:19])[CH:6]=2 |f:1.2.3|. Procedure: A mixture of N-(3-amino-6-chloro-7-trifluoromethyl-2-methoxyquinoxalin-5-yl)methanesulphonamide (Preparation 20, 73 mg, 0.2 mmol) and anhydrous potassium carbonate (33 mg, 0.24 mmol) in acetone was stirred under reflux for 20 mins. Iodoethane (32 μl, 0.4 mmol) was added, and the mixture was heated for a further 2 h. Additional iodoethane (32 μl, 0.4 mmol) was added, and heating was continued for a further 4 h. The mixture was concentrated under reduced pressure and the residue was partitioned be... The reactants are [OH-].[K+] (KOH), ClC1=CC=C(C=C1)CCC(CCCCCC(=O)O)=O (9(4-chlorophenyl)-7-ketononanoic acid), O.NN (hydrazine hydrate), O (water). Solvent: C(COCCO)O (diethylene glycol). The product is ClC1=CC=C(C=C1)CCCCCCCCC(=O)O (9(4-chlorophenyl)nonanoic acid). Isolated yield 60.4%. As a reaction SMILES: [OH-].[K+].[Cl:3][C:4]1[CH:9]=[CH:8][C:7]([CH2:10][CH2:11][C:12](=O)[CH2:13][CH2:14][CH2:15][CH2:16][CH2:17][C:18]([OH:20])=[O:19])=[CH:6][CH:5]=1.O.NN.O>C(O)COCCO>[Cl:3][C:4]1[CH:5]=[CH:6][C:7]([CH2:10][CH2:11][CH2:12][CH2:13][CH2:14][CH2:15][CH2:16][CH2:17][C:18]([OH:20])=[O:19])=[CH:8][CH:9]=1 |f:0.1,3.4|. Reported procedure: To a solution of 3.4 gms KOH in 23 ml diethylene glycol was added 5.4 gms 9(4-chlorophenyl)-7-ketononanoic acid and 3 ml hydrazine hydrate. The resulting mixture was heated at 145° for 1 hour. The mixture was cooled, attached to a water aspirator, and the excess water and hydrazine distilled off. The mixture was then re-heated to 145° for 3 hours and cooled. The oily reaction mixture was diluted with water, acidified with conc. HCl, and the precipitated solid filtered off. Since the NMR showed s... Reactants: [BH3-]C#N, CON=C(C)C1CC1c1c(Cl)sc(Cl)c1Cl, CC(=O)O, [Na+]. Product: CONC(C)C1CC1c1c(Cl)sc(Cl)c1Cl. Reaction SMILES: [C:17]([BH3-:18])#[N:19].[CH3:1][O:2][N:3]=[C:4]([CH3:5])[CH:6]1[CH:7]([c:9]2[c:10]([Cl:16])[s:11][c:12]([Cl:15])[c:13]2[Cl:14])[CH2:8]1.[CH3:21][C:22](=[O:23])[OH:24].[Na+:20]>>[CH3:1][O:2][NH:3][CH:4]([CH3:5])[CH:6]1[CH:7]([c:9]2[c:10]([Cl:16])[s:11][c:12]([Cl:15])[c:13]2[Cl:14])[CH2:8]1. Starting materials: CC1(c2ccccc2)OCC(=O)Nc2ccc(Br)cc21, Cc1cc(C#N)sc1Br. Product: Cc1cc(C#N)sc1-c1ccc2c(c1)C(C)(c1ccccc1)OCC(=O)N2. As a reaction SMILES: [Br:1][c:2]1[cH:3][cH:4][c:5]2[c:6]([cH:20]1)[C:7]([c:13]1[cH:14][cH:15][cH:16][cH:17][cH:18]1)([CH3:19])[O:8][CH2:9][C:10](=[O:12])[NH:11]2.[Br:21][c:22]1[c:23]([CH3:29])[cH:24][c:25]([C:27]#[N:28])[s:26]1>>[c:2]1(-[c:22]2[c:23]([CH3:29])[cH:24][c:25]([C:27]#[N:28])[s:26]2)[cH:3][cH:4][c:5]2[c:6]([cH:20]1)[C:7]([c:13]1[cH:14][cH:15][cH:16][cH:17][cH:18]1)([CH3:19])[O:8][CH2:9][C:10](=[O:12])[NH:11]2. Starting materials: C[Si](C)(C)C=[N+]=[N-] (trimethylsilyldiazomethane), CCCCCC (hexane), C(C)(C)(C)OC(CN1C(=C2CCN(C(C2=C(C1=O)O)=O)CC1=CC(=C(C=C1)F)Cl)C(=O)OC)=O (methyl 2-(2-tert-butoxy-2-oxoethyl)-6-(3-chloro-4-fluorobenzyl)-4-hydroxy-3,5-dioxo-2,3,5,6,7,8-hexahydro-2,6-naphthyridine-1-carboxylate). Solvent: ClCCl.CO (dichloromethane methanol). Yields the product C(C)(C)(C)OC(CN1C(=C2CCN(C(C2=C(C1=O)OC)=O)CC1=CC(=C(C=C1)F)Cl)C(=O)OC)=O (Methyl 2-(2-tert-butoxy-2-oxoethyl)-6-(3-chloro-4-fluorobenzyl)-4-methoxy-3,5-dioxo-2,3,5,6,7,8-hexahydro-2,6-naphthyridine-1-carboxylate). As a reaction SMILES: [C:1]([O:5][C:6](=[O:34])[CH2:7][N:8]1[C:17](=[O:18])[C:16]([OH:19])=[C:15]2[C:10]([CH2:11][CH2:12][N:13]([CH2:21][C:22]3[CH:27]=[CH:26][C:25]([F:28])=[C:24]([Cl:29])[CH:23]=3)[C:14]2=[O:20])=[C:9]1[C:30]([O:32][CH3:33])=[O:31])([CH3:4])([CH3:3])[CH3:2].[CH3:35][Si](C=[N+]=[N-])(C)C.CCCCCC>ClCCl.CO>[C:1]([O:5][C:6](=[O:34])[CH2:7][N:8]1[C:17](=[O:18])[C:16]([O:19][CH3:35])=[C:15]2[C:10]([CH2:11][CH2:12][N:13]([CH2:21][C:22]3[CH:27]=[CH:26][C:25]([F:28])=[C:24]([Cl:29])[CH:23]=3)[C:14]2=[O:20])=[C:9]1[C:30]([O:32][CH3:33])=[O:31])([CH3:4])([CH3:3])[CH3:2] |f:3.4|. Reported procedure: A mixture of methyl 2-(2-tert-butoxy-2-oxoethyl)-6-(3-chloro-4-fluorobenzyl)-4-hydroxy-3,5-dioxo-2,3,5,6,7,8-hexahydro-2,6-naphthyridine-1-carboxylate (0.70 g, 1.41 mmol) and a solution of trimethylsilyldiazomethane in hexane (1.0 mL, 2.0 mmol; 2M) in dichloromethane-methanol (4 & 2 mL) was stirred at room temperature overnight. The reaction mixture was concentrated under vacuum. The residue was subject to column chromatography on silica gel euting with 2% methanol in dichloromethane. Collection... Procedure details: 70 mg (0.345 mmol) of 3-pentyl-3-phenylazetidine and 100 mg (0.315 mmol) of (R)-2-(3-1H-imidazol-4-ylpropionylamino)-3-(4-methoxyphenyl)propanoic acid are solubilized in 1 ml of DMF. 67 mg (0.345 mmol) of EDC and 47 mg (0.345 mmol) of HOBT are added to this solution. The whole is left to stir for 4 hours and is then treated with 1N sodium hydroxide and extracted with dichloromethane. The organic phase is dried over sodium sulphate, filtered and evaporated under pressure. The crude product obtain... Yield: 53.7%. Product: COC1=CC=C(C[C@H](C(N2CC(C2)(C2=CC=CC=C2)CCCCC)=O)NC(CCC=2N=CNC2)=O)C=C1 (N—[(R)-1-(4-methoxybenzyl)-2-oxo-2-(3-pentyl-3-phenylazetidin-1-yl)ethyl]-3-(1H-imidazol-4-yl)propionamide). Solvent: CN(C)C=O (DMF). The reactants are C(CCCC)C1(CNC1)C1=CC=CC=C1 (3-pentyl-3-phenylazetidine), [OH-].[Na+] (sodium hydroxide), N1C=NC(=C1)CCC(=O)N[C@@H](C(=O)O)CC1=CC=C(C=C1)OC ((R)-2-(3-1H-imidazol-4-ylpropionylamino)-3-(4-methoxyphenyl)propanoic acid), C(CCl)Cl (EDC), C=1C=CC2=C(C1)N=NN2O (HOBT). Conditions: time 4 hour. RXN SMILES: [CH2:1]([C:6]1([C:10]2[CH:15]=[CH:14][CH:13]=[CH:12][CH:11]=2)[CH2:9][NH:8][CH2:7]1)[CH2:2][CH2:3][CH2:4][CH3:5].[NH:16]1[CH:20]=[C:19]([CH2:21][CH2:22][C:23]([NH:25][C@H:26]([CH2:30][C:31]2[CH:36]=[CH:35][C:34]([O:37][CH3:38])=[CH:33][CH:32]=2)[C:27](O)=[O:28])=[O:24])[N:18]=[CH:17]1.C(Cl)CCl.C1C=CC2N(O)N=NC=2C=1.[OH-].[Na+]>CN(C=O)C>[CH3:38][O:37][C:34]1[CH:35]=[CH:36][C:31]([CH2:30][C@@H:26]([NH:25][C:23](=[O:24])[CH2:22][CH2:21][C:19]2[N:18]=[CH:17][NH:16][CH:20]=2)[C:27](=[O:28])[N:8]2[CH2:7][C:6]([CH2:1][CH2:2][CH2:3][CH2:4][CH3:5])([C:10]3[CH:15]=[CH:14][CH:13]=[CH:12][CH:11]=3)[CH2:9]2)=[CH:32][CH:33]=1 |f:4.5|. The reactants are Cc1cc(COc2ccc(S(=O)(=O)Cl)cc2)c2ccccc2n1, ClCCl, Cl, COC(=O)C1(O)CN(C(=O)OC(C)(C)C)CCC1N, [Na+], O=C([O-])O. Yields the product COC(=O)C1(O)CN(C(=O)OC(C)(C)C)CCC1NS(=O)(=O)c1ccc(OCc2cc(C)nc3ccccc23)cc1. As a reaction SMILES: [CH3:21][c:22]1[n:23][c:24]2[cH:25][cH:26][cH:27][cH:28][c:29]2[c:30]([CH2:32][O:33][c:34]2[cH:35][cH:36][c:37]([S:40](=[O:41])(=[O:42])[Cl:43])[cH:38][cH:39]2)[cH:31]1.[Cl:49][CH2:50][Cl:51].[ClH:20].[NH2:1][CH:2]1[C:3]([C:15](=[O:16])[O:17][CH3:18])([OH:19])[CH2:4][N:5]([C:8](=[O:9])[O:10][C:11]([CH3:12])([CH3:13])[CH3:14])[CH2:6][CH2:7]1.[Na+:48].[O-:44][C:45]([OH:46])=[O:47]>>[NH:1]([CH:2]1[C:3]([C:15](=[O:16])[O:17][CH3:18])([OH:19])[CH2:4][N:5]([C:8](=[O:9])[O:10][C:11]([CH3:12])([CH3:13])[CH3:14])[CH2:6][CH2:7]1)[S:40]([c:37]1[cH:36][cH:35][c:34]([O:33][CH2:32][c:30]2[c:29]3[c:24]([n:23][c:22]([CH3:21])[cH:31]2)[cH:25][cH:26][cH:27][cH:28]3)[cH:39][cH:38]1)(=[O:41])=[O:42]. Reactants: CCc1cc(OC)cc2c1C(=O)CCC2(C)C, CS(C)=O, CCCCCC, CCOC(C)=O, C#N, Cl, N#C[Na]. The product is CCc1cc(O)cc2c1C(=O)CCC2(C)C. As a reaction SMILES: [CH2:1]([CH3:2])[c:3]1[cH:4][c:5]([O:16][CH3:17])[cH:6][c:7]2[c:12]1[C:11](=[O:13])[CH2:10][CH2:9][C:8]2([CH3:14])[CH3:15].[CH3:24][S:25]([CH3:26])=[O:27].[CH3:28][CH2:29][CH2:30][CH2:31][CH2:32][CH3:33].[CH3:34][CH2:35][O:36][C:37](=[O:38])[CH3:39].[CH:21]#[N:22].[ClH:23].[Na:18][C:19]#[N:20]>>[CH2:1]([CH3:2])[c:3]1[cH:4][c:5]([OH:16])[cH:6][c:7]2[c:12]1[C:11](=[O:13])[CH2:10][CH2:9][C:8]2([CH3:14])[CH3:15].